From a dataset of the Open Reaction Database (ORD), a public repository of structured organic reaction records. describe an organic reaction: reactants, conditions, products, and yield As a reaction SMILES: [CH2:1]=[C:2]([CH2:5][CH3:6])[CH:3]=[O:4].[CH2:7]([O:9][C:10](=[O:14])[CH2:11][N+:12]#[C-:13])[CH3:8]>>[CH2:7]([O:9][C:10]([CH:11]1[CH:3]([C:2]([CH2:5][CH3:6])=[CH2:1])[O:4][CH:13]=[N:12]1)=[O:14])[CH3:8]. Procedure: The starting material is manufactured as follows: Reaction of 2-methylene-butyraldehyde with isocyanoacetic acid ethyl ester in a manneranalogous to that described in Example 1 yields 5-(buten-2-yl)-2-oxazoline-4-carboxylic acid ethyl ester. A solution of 16g of 5-(buten-2-yl)-2-oxazoline-4-carboxylic acid ethyl ester in 100 ml of ethanol/water (1:1) is heated at the boil, under reflux, for 15 hours. Thewhole is concentrated by evaporation in vacuo, the residue is taken up in 200 ml of dichlorom... Product: C(C)OC(=O)C1N=COC1C(=C)CC (5-(buten-2-yl)-2-oxazoline-4-carboxylic acid ethyl ester). Reactants: C=C(C=O)CC (2-methylene-butyraldehyde), C(C)OC(C[N+]#[C-])=O (isocyanoacetic acid ethyl ester).